From a dataset of the Open Reaction Database (ORD), a public repository of structured organic reaction records. describe an organic reaction: reactants, conditions, products, and yield Reactants: compound, ClC1=NC=NC2=CC=C(C=C12)O (4-chloro-6-hydroxy-quinazoline), ClC1=NC=CC=C1CF (2-chloro-3-fluoromethylpyridine), NC1=NN(C=C1)C (3-amino-1-methyl-1H-pyrazole). The product is FCC=1C(=NC=CC1)OC=1C=C2C(=NC=NC2=CC1)NC1=NN(C=C1)C (6-{[3-(Fluoromethyl)pyridin-2-yl]oxy}-N-(1-methyl-1H-pyrazol-3-yl)quinazolin-4-yl-amine). RXN SMILES: Cl[C:2]1[C:7]([CH2:8][F:9])=[CH:6][CH:5]=[CH:4][N:3]=1.[NH2:10][C:11]1[CH:15]=[CH:14][N:13]([CH3:16])[N:12]=1.Cl[C:18]1[C:27]2[C:22](=[CH:23][CH:24]=[C:25]([OH:28])[CH:26]=2)[N:21]=[CH:20][N:19]=1>>[F:9][CH2:8][C:7]1[C:2]([O:28][C:25]2[CH:26]=[C:27]3[C:22](=[CH:23][CH:24]=2)[N:21]=[CH:20][N:19]=[C:18]3[NH:10][C:11]2[CH:15]=[CH:14][N:13]([CH3:16])[N:12]=2)=[N:3][CH:4]=[CH:5][CH:6]=1. Procedure: The compound of Example 125 was manufactured by the same method as in Example 95, by a similar method thereto or by a combination of such a method with a conventional method using 2-chloro-3-fluoromethylpyridine, 3-amino-1-methyl-1H-pyrazole and 4-chloro-6-hydroxy-quinazoline.